This data is from the Open Reaction Database (ORD), a public repository of structured organic reaction records. The task is: describe an organic reaction: reactants, conditions, products, and yield Reactants: COC(=O)C=1C=CC2=C(C=C(O2)C(CC)(O)CC)C1 (2-(1-Ethyl-1-hydroxy-propyl)-benzofuran-5-carboxylic acid methyl ester), C(C)(C)C1=C(C=CC=C1)O (2-isopropylphenol), B(F)(F)F.CCOCC (BF3 Et2O). Yields the product CC(C(COC1=C(C=C(C=C1)C(C)C(CC)C=1OC2=C(C1)C=C(C=C2)C(=O)O)C(C)C)=O)(C)C (2-{1-[4-(3,3-dimethyl-2-oxo-butoxy)-3-isopropyl-phenyl]-ethylpropyl}-benzofuran-5-carboxylic acid). Isolated yield 153.5%. As a reaction SMILES: C[O:2][C:3]([C:5]1[CH:6]=[CH:7][C:8]2[O:12][C:11]([C:13]([CH2:17][CH3:18])(O)[CH2:14][CH3:15])=[CH:10][C:9]=2[CH:19]=1)=[O:4].[CH:20]([C:23]1[CH:28]=[CH:27][CH:26]=[CH:25][C:24]=1[OH:29])([CH3:22])[CH3:21].B(F)(F)F.CC[O:36][CH2:37][CH3:38]>>[CH3:3][C:5]([CH3:6])([CH3:19])[C:37](=[O:36])[CH2:38][O:29][C:24]1[CH:25]=[CH:26][C:27]([CH:14]([CH:13]([C:11]2[O:12][C:8]3[CH:7]=[CH:6][C:5]([C:3]([OH:2])=[O:4])=[CH:19][C:9]=3[CH:10]=2)[CH2:17][CH3:18])[CH3:15])=[CH:28][C:23]=1[CH:20]([CH3:22])[CH3:21] |f:2.3|. Procedure details: 2-(1-Ethyl-1-hydroxy-propyl)-benzofuran-5-carboxylic acid methyl ester (0.92 g, 3.507 mmol) and 2-isopropylphenol (0.716 g, 5.26 mmol) and BF3-Et2O (249 mg, 1.753 mmol) are reacted analogous to Example 1D to give the title compound (1.25 g, 94%). Procedure details: Succinic acid monobenzyl ester (4.16 g, 20 mmole) was dissolved in dioxane (20 ml). To the solution was added tetrabutylammonium hydroxide aqueous solution (40%, 11.6 ml, 18 mmole). The solution was dried in vacuo and coevaporated with toluene several times. The residue was dissolved in methylene chloride (60 ml) and then chloroiodomethane (14.5 ml, 200 mmole) was added to the solution. The reaction solution was stirred for 18 hr and then evaporated and the product was isolated with silica gel c... Product: ClCOC(CCC(=O)OCC1=CC=CC=C1)=O (3-benzyloxycarbonylpropionic acid chloromethyl ester). The solvent is O1CCOCC1 (dioxane). Reactants: [OH-].C(CCC)[N+](CCCC)(CCCC)CCCC (tetrabutylammonium hydroxide), C(C1=CC=CC=C1)OC(CCC(=O)O)=O (Succinic acid monobenzyl ester), ClCI (chloroiodomethane). Reaction SMILES: [CH2:1]([O:8][C:9](=[O:15])[CH2:10][CH2:11][C:12]([OH:14])=[O:13])[C:2]1[CH:7]=[CH:6][CH:5]=[CH:4][CH:3]=1.[OH-].C([N+](CCCC)(CCCC)CCCC)CCC.[Cl:34][CH2:35]I>O1CCOCC1>[Cl:34][CH2:35][O:13][C:12](=[O:14])[CH2:11][CH2:10][C:9]([O:8][CH2:1][C:2]1[CH:7]=[CH:6][CH:5]=[CH:4][CH:3]=1)=[O:15] |f:1.2|. Run at time 18 hour. Starting materials: CO, CCCNC(=O)c1ccc([N+](=O)[O-])cc1. Yields the product CCCNC(=O)c1ccc(N)cc1. Reaction SMILES: [CH3:16][OH:17].[N+:1]([O-:2])(=[O:3])[c:4]1[cH:5][cH:6][c:7]([C:8](=[O:9])[NH:10][CH2:11][CH2:12][CH3:13])[cH:14][cH:15]1>>[NH2:1][c:4]1[cH:5][cH:6][c:7]([C:8](=[O:9])[NH:10][CH2:11][CH2:12][CH3:13])[cH:14][cH:15]1. Reactants: COC=1C=C(C(C(C2=CC=CC=C2)=O)O)C=CC1 (3'-Methoxybenzoin), C(CCCCCCCCCCCCCCC)S(=O)(=O)[O-] (hexadecanesulfonate), C(CCCCCCCCCCCCCCC)S(=O)(=O)[O-] (hexadecanesulfonate), FC(C(=O)[O-])(C(C(C(C(C(C(F)(F)F)(F)F)(F)F)(F)F)(F)F)(F)F)F (perfluorooctanoate), FC(C(=O)[O-])(C(C(C(C(C(C(F)(F)F)(F)F)(F)F)(F)F)(F)F)(F)F)F (perfluorooctanoate), esters, chlorides, C(CCCCCCCCCCCCCCCCC)(=O)Cl (octadecanoyl chloride), C1(=CC=CC=C1)C(=O)C(O)C1=CC=CC=C1 (benzoin). Run in C(C)N(CC)CC (triethylamine), C1(=CC=CC=C1)C (toluene), C1(=CC=CC=C1)C (toluene). Yields the product C(CCCCCCCCCCCCCCCCC)(=O)O.COC=1C=C(C(C(C2=CC=CC=C2)=O)O)C=CC1 (3'-Methoxybenzoin octadecanoate). RXN SMILES: [CH3:1][O:2][C:3]1[CH:4]=[C:5]([CH:16]=[CH:17][CH:18]=1)[CH:6]([OH:15])[C:7](=[O:14])[C:8]1[CH:13]=[CH:12][CH:11]=[CH:10][CH:9]=1.C(Cl)(=O)CCCCCCCCCCCCCCCCC.C1(C(C(C2C=CC=CC=2)O)=O)C=CC=CC=1.C(S([O-])(=O)=O)CCCCCCCCCCCCCCC.F[C:76](F)([C:80](F)(F)[C:81](F)(F)C(F)(F)C(F)(F)C(F)(F)C(F)(F)F)[C:77]([O-:79])=[O:78]>C(N(CC)CC)C.C1(C)C=CC=CC=1>[C:77]([OH:79])(=[O:78])[CH2:76][CH2:80][CH2:81][CH2:9][CH2:10][CH2:11][CH2:12][CH2:13][CH2:8][CH2:7][CH2:6][CH2:5][CH2:16][CH2:17][CH2:18][CH2:3][CH3:4].[CH3:1][O:2][C:3]1[CH:4]=[C:5]([CH:16]=[CH:17][CH:18]=1)[CH:6]([OH:15])[C:7](=[O:14])[C:8]1[CH:13]=[CH:12][CH:11]=[CH:10][CH:9]=1 |f:7.8|. Procedure details: 3'-Methoxybenzoin (5 g, 0.021 mol) was dissolved in 200 ml of toluene containing one equivalent of triethylamine. One equivalent of octadecanoyl chloride in 20 ml of toluene was added slowly to the cooled (ice bath) stirred benzoin solution. Stirring was continued with ice bath cooling for one hour. The reaction mixture was then filtered free of precipitated amine salt and the filtrate was evaporated to give an oil which solidified to give a low melting solid. The hexadecanesulfonate (Compound 1... Starting materials: C1(=CC=C(C=C1)S(=O)(=O)O)C (p-Toluene sulfonic acid), ice, BrC1=CC(=C(C=C1)O)F (4-Bromo-2-fluoro phenol), O1CCCC=C1 (dihydro-2H-pyran). Run in CCCCCC (hexane). Reaction conditions: time 2 hour. Product: BrC1=CC(=C(C=C1)C1(OCCCC1)O)F.CCOCC (2-(4-bromo-2-fluorophenyl)tetrahydropyranol ether). RXN SMILES: C1(C)C=CC(S(O)(=O)=[O:8])=CC=1.[Br:12][C:13]1[CH:18]=[CH:17][C:16](O)=[C:15]([F:20])[CH:14]=1.[O:21]1[CH:26]=[CH:25][CH2:24][CH2:23][CH2:22]1>CCCCCC>[Br:12][C:13]1[CH:18]=[CH:17][C:16]([C:26]2([OH:8])[CH2:25][CH2:24][CH2:23][CH2:22][O:21]2)=[C:15]([F:20])[CH:14]=1.[CH3:23][CH2:22][O:21][CH2:26][CH3:25] |f:4.5|. Procedure: p-Toluene sulfonic acid (0.40 g) was added to an ice-cooled solution of 4-Bromo-2-fluoro phenol (205.38, 1.075 mol) in dihydro-2H-pyran (452.23 g, 5.376 moles). The ice bath was removed after 30 min. and the mixture was stirred for two hours and then diluted with methylene chloride (500 ml). The methylene chloride solution was extracted with 10% aqueous KOH solution (3×500 ml), rinsed with water (3×500 ml), dried over MgSO4, filtered and rotavaped. The crude product was further dried overnight o... Starting materials: COC1=CC=C(NC=2SC3=C(C(N2)=O)C=CC=N3)C=C1 (2-(4-methoxyanilino)-4H-pyrido[3,2-e]-1,3-thiazin-4-one), [H-].[Li+] (lithium hydride), C(C=C)Br (allyl bromide). The product is C(C=C)N1C(SC2=C(C1=O)C=CC=N2)=NC2=CC=C(C=C2)OC (3-allyl-2-[(4-methoxyphenyl)imino]-2,3-dihydro-4H-pyrido[3,2-e]-1,3-thiazin-4-one). RXN SMILES: [CH3:1][O:2][C:3]1[CH:20]=[CH:19][C:6]([NH:7][C:8]2[S:9][C:10]3[N:18]=[CH:17][CH:16]=[CH:15][C:11]=3[C:12](=[O:14])[N:13]=2)=[CH:5][CH:4]=1.[H-].[Li+].[CH2:23](Br)[CH:24]=[CH2:25]>>[CH2:25]([N:13]1[C:12](=[O:14])[C:11]2[CH:15]=[CH:16][CH:17]=[N:18][C:10]=2[S:9][C:8]1=[N:7][C:6]1[CH:19]=[CH:20][C:3]([O:2][CH3:1])=[CH:4][CH:5]=1)[CH:24]=[CH2:23] |f:1.2|. Procedure details: The reaction procedure of Example 11 was followed except that 428 mg of 2-(4-methoxyanilino)-4H-pyrido[3,2-e]-1,3-thiazin-4-one, 14 mg of lithium hydride and 0.13 ml of allyl bromide were used. As a result, 213 mg of 3-allyl-2-[(4-methoxyphenyl)imino]-2,3-dihydro-4H-pyrido[3,2-e]-1,3-thiazin-4-one was obtained as a low polarity substance, and 85 mg of 2-[N-allyl-N-(4-methoxyphenyl)amino]-4H-pyrido[3,2-e]-1,3-thiazin-4-one was obtained as a high polarity substance. As a reaction SMILES: [CH3:1][N:2]1[C:10]2[C:5](=[CH:6][CH:7]=[C:8]([N+:11]([O-:13])=[O:12])[CH:9]=2)[C:4]([C:14](=O)[C:15](Cl)=[O:16])=[CH:3]1.Cl.C([O:23][C:24](=[NH:39])[CH2:25][C:26]1[C:34]2[C:29](=[C:30]([N+:35]([O-:37])=[O:36])[CH:31]=[CH:32][CH:33]=2)[N:28]([CH3:38])[CH:27]=1)(C)C>>[CH3:1][N:2]1[C:10]2[C:5](=[CH:6][CH:7]=[C:8]([N+:11]([O-:13])=[O:12])[CH:9]=2)[C:4]([C:14]2[C:15](=[O:16])[NH:39][C:24](=[O:23])[C:25]=2[C:26]2[C:34]3[C:29](=[C:30]([N+:35]([O-:37])=[O:36])[CH:31]=[CH:32][CH:33]=3)[N:28]([CH3:38])[CH:27]=2)=[CH:3]1 |f:1.2|. The product is CN1C=C(C2=CC=C(C=C12)[N+](=O)[O-])C=1C(NC(C1C1=CN(C2=C(C=CC=C12)[N+](=O)[O-])C)=O)=O (3-(1-Methyl-6-nitro-1H-indol-3-yl)-4-(1-methyl-7-nitro-1H-indol-3-yl)-pyrrole-2,5-dione). Reported procedure: ll) 3-(1-Methyl-6-nitro-1H-indol-3-yl)-4-(1-methyl-7-nitro-1H-indol-3-yl)-pyrrole-2,5-dione was prepared from (1-methyl-6-nitro-1H-indol-3-yl)-oxo-acetyl chloride and 2-(1-methyl-7-nitro-1H-indol-3-yl)-acetimidic acid isopropyl ester hydrochloride. Starting materials: CN1C=C(C2=CC=C(C=C12)[N+](=O)[O-])C(C(=O)Cl)=O ((1-methyl-6-nitro-1H-indol-3-yl)-oxo-acetyl chloride), Cl.C(C)(C)OC(CC1=CN(C2=C(C=CC=C12)[N+](=O)[O-])C)=N (2-(1-methyl-7-nitro-1H-indol-3-yl)-acetimidic acid isopropyl ester hydrochloride).